describe an organic reaction: reactants, conditions, products, and yield From a dataset of the Open Reaction Database (ORD), a public repository of structured organic reaction records. Starting materials: COc1ccc(C(C)(C)C)cc1Cn1c(C(=O)O)cc2cc(Cl)ccc21, CCN=C=NCCCN(C)C, ClCCl, Cl, CC(C)(CN)CO, O, O, On1nnc2ccccc21. Product: COc1ccc(C(C)(C)C)cc1Cn1c(C(=O)NCC(C)(C)CO)cc2cc(Cl)ccc21. As a reaction SMILES: [C:24]([CH3:25])([CH3:26])([CH3:27])[c:28]1[cH:29][cH:30][c:31]([O:48][CH3:49])[c:32]([CH2:33][n:34]2[c:35]([C:44](=[O:45])[OH:46])[cH:36][c:37]3[cH:38][c:39]([Cl:43])[cH:40][cH:41][c:42]23)[cH:47]1.[CH3:2][N:3]([CH3:4])[CH2:5][CH2:6][CH2:7][N:8]=[C:9]=[N:10][CH2:11][CH3:12].[Cl:57][CH2:58][Cl:59].[ClH:1].[NH2:50][CH2:51][C:52]([CH2:53][OH:54])([CH3:55])[CH3:56].[OH2:13].[OH2:60].[OH:14][n:15]1[c:16]2[cH:17][cH:18][cH:19][cH:20][c:21]2[n:22][n:23]1>>[C:24]([CH3:25])([CH3:26])([CH3:27])[c:28]1[cH:29][cH:30][c:31]([O:48][CH3:49])[c:32]([CH2:33][n:34]2[c:35]([C:44](=[O:45])[NH:50][CH2:51][C:52]([CH2:53][OH:54])([CH3:55])[CH3:56])[cH:36][c:37]3[cH:38][c:39]([Cl:43])[cH:40][cH:41][c:42]23)[cH:47]1.